Task: describe an organic reaction: reactants, conditions, products, and yield. Dataset: the Open Reaction Database (ORD), a public repository of structured organic reaction records The reactants are CCOC(C)=O, O=C1CCC(=O)N1Cl, CN(C)C=O, O=C1c2ccccc2C(=O)N1CC=NO. Yields the product O=C1c2ccccc2C(=O)N1CC(Cl)=NO. Reaction SMILES: [CH3:29][CH2:30][O:31][C:32](=[O:33])[CH3:34].[Cl:1][N:2]1[C:3](=[O:4])[CH2:5][CH2:6][C:7]1=[O:8].[O:24]=[CH:25][N:26]([CH3:27])[CH3:28].[O:9]=[C:10]1[N:11]([CH2:20][CH:21]=[N:22][OH:23])[C:12](=[O:19])[c:13]2[cH:14][cH:15][cH:16][cH:17][c:18]21>>[Cl:1][C:21]([CH2:20][N:11]1[C:10](=[O:9])[c:18]2[c:13]([cH:14][cH:15][cH:16][cH:17]2)[C:12]1=[O:19])=[N:22][OH:23]. Starting materials: NN (hydrazine), C1(=CC=CC=C1)C (toluene), ClC1=NC=C(C(=O)NCCCOC)C=C1 (6-chloro-N-(3-methoxypropyl)nicotinamide), NN (hydrazine). Run in C(C)(C)O (isopropanol). Conditions: time 24 hour. The product is N(N)C1=NC=C(C(=O)NCCCOC)C=C1 (6-hydrazinyl-N-(3-methoxypropyl)nicotinamide), hydrochloride salt. RXN SMILES: Cl[C:2]1[CH:15]=[CH:14][C:5]([C:6]([NH:8][CH2:9][CH2:10][CH2:11][O:12][CH3:13])=[O:7])=[CH:4][N:3]=1.[NH2:16][NH2:17].C1(C)C=CC=CC=1>C(O)(C)C>[NH:16]([C:2]1[CH:15]=[CH:14][C:5]([C:6]([NH:8][CH2:9][CH2:10][CH2:11][O:12][CH3:13])=[O:7])=[CH:4][N:3]=1)[NH2:17]. Procedure: A solution of 6-chloro-N-(3-methoxypropyl)nicotinamide (6.6 g, 28.9 mmol) and hydrazine (4.53 mL, 144 mmol) in isopropanol (100 mL) was heated at 80° C. for 21 h. More hydrazine (3 mL) was added and heating continued at 80° C. for 24 h. The reaction was then concentrated in vacuo to give a tan oil which was reconcentrated from toluene to give the title compound as its hydrochloride salt as a white solid in quantitative yield. MS m/z 225 [M+H]+. 1H NMR (400 MHz, DMSO-d6) δ ppm 1.66-1.78 (m, 2H) 3...